Dataset: the Open Reaction Database (ORD), a public repository of structured organic reaction records. Task: describe an organic reaction: reactants, conditions, products, and yield The reactants are BrC=1C=C(C=C(C1)C)C(C#N)C1=NC(=NC(=C1C(C)C)OC)OC ((3-Bromo-5-methyl-phenyl)-(5-isopropyl-2,6-dimethoxy-pyrimidin-4-yl)-acetonitrile), CN(C)C=O (DMF), [H-].[Na+] (sodium hydride). Conditions: time 30 minute. Yields the product BrC=1C=C(C=C(C1)C)C(=O)C1=NC(=NC(=C1C(C)C)OC)OC ((3-Bromo-5-methyl-phenyl)-(5-isopropyl-2,6-dimethoxy-pyrimidin-4-yl)-methanone). Yield: 89.0%. Reaction SMILES: [Br:1][C:2]1[CH:3]=[C:4]([CH:9]([C:12]2[C:17]([CH:18]([CH3:20])[CH3:19])=[C:16]([O:21][CH3:22])[N:15]=[C:14]([O:23][CH3:24])[N:13]=2)C#N)[CH:5]=[C:6]([CH3:8])[CH:7]=1.[H-].[Na+].CN(C=[O:31])C>>[Br:1][C:2]1[CH:3]=[C:4]([C:9]([C:12]2[C:17]([CH:18]([CH3:20])[CH3:19])=[C:16]([O:21][CH3:22])[N:15]=[C:14]([O:23][CH3:24])[N:13]=2)=[O:31])[CH:5]=[C:6]([CH3:8])[CH:7]=1 |f:1.2|. Procedure details: To a stirred solution of (26) (40 g, 0.1M) in anhydrous DMF (300 ml) in a water bath under an atmosphere of nitrogen, was portionwise added 60% sodium hydride (4.92 g, 0.12M). After 30 min., oxygen gas was bubbled into the reaction mixture for 2 hr. The mixture was neutralized with aqueous saturated ammonium chloride solution. The crude product was extracted with ether and purified by silica gel column chromatography (eluent, ether:hexanes (1:9)) to afford 34.6 g (89%) of a white solid; m.p. 122... Reactants: S(C)(=O)(=O)OCCCC1=CC=C(C=C1)OC (3-(4-Methoxyphenyl)propyl mesylate), C([O-])([O-])=O.[Na+].[Na+] (sodium carbonate), [I-].[Na+] (sodium iodide), [N+](=O)([O-])C1=CC=C(C(=O)O[C@@H]2CNCC2)C=C1 ((S)-3-(4-nitrobenzoyloxy)pyrrolidine). Solvent: C(C)#N (acetonitrile). Conditions: temperature 90 celsius. Yields the product [N+](=O)([O-])C1=CC=C(C(=O)O[C@@H]2CN(CC2)CCCC2=CC=C(C=C2)OC)C=C1 ((S)-3-(4-nitrobenzoyloxy)-1-[3-(4-methoxyphenyl)propyl]pyrrolidine), oil. The yield is 66.0%. As a reaction SMILES: S(O[CH2:6][CH2:7][CH2:8][C:9]1[CH:14]=[CH:13][C:12]([O:15][CH3:16])=[CH:11][CH:10]=1)(=O)(=O)C.C(=O)([O-])[O-].[Na+].[Na+].[I-].[Na+].[N+:25]([C:28]1[CH:41]=[CH:40][C:31]([C:32]([O:34][C@H:35]2[CH2:39][CH2:38][NH:37][CH2:36]2)=[O:33])=[CH:30][CH:29]=1)([O-:27])=[O:26]>C(#N)C>[N+:25]([C:28]1[CH:41]=[CH:40][C:31]([C:32]([O:34][C@H:35]2[CH2:39][CH2:38][N:37]([CH2:6][CH2:7][CH2:8][C:9]3[CH:14]=[CH:13][C:12]([O:15][CH3:16])=[CH:11][CH:10]=3)[CH2:36]2)=[O:33])=[CH:30][CH:29]=1)([O-:27])=[O:26] |f:1.2.3,4.5|. Reported procedure: 3-(4-Methoxyphenyl)propyl mesylate (732 mg, 3.00 mmol), sodium carbonate (320 mg, 3.00 mmol) and sodium iodide (30 mg, 0.20 mmol) were added to a solution of (S)-3-(4-nitrobenzoyloxy)pyrrolidine (472 mg, 2.00 mmol) in acetonitrile (25 ml), and they were heated under reflux at 90° C. for 6 hours. The solvent was evaporated under reduced pressure. The obtained residue was subjected to silica gel column chromatography. The product was eluted with hexane and ethyl acetate (10:1) and then with a mixt... The reactants are ClC=1C=CC2=C(C(=NCC=3N2C(=NN3)C3CC3)C3=C(C=CC=C3)Cl)C1 (8-chloro-6-(o-chlorophenyl)-1-cyclopropyl-4H-s-triazolo[4,3 -a][1,4] benzodiazepine), O.NN (hydrazine hydrate), NC(C1=C(C=C(C=C1)Cl)N1C(=NN=C1C)C1CC1)C1=C(C=CC=C1)Cl (4-[α-amino-4-chloro-α(o-chlorophenyl)-o-tolyl] -3-cyclopropyl-5-methyl-4H-1,2,4 -triazole). The solvent is C(COCCO)O (diethylene glycol). Product: NC(C1=C(C=C(C=C1)Cl)N1C(=NN=C1C)CN(C)C)C1=C(C=CC=C1)Cl (4-[α-Amino-4-chloro-α-(o-chlorophenyl)-o-tolyl]-3-[(dimethylamino)methyl]-5-methyl-4h-1,2,4 -triazole). As a reaction SMILES: ClC1C=CC2N3C(C4CC4)=NN=C3[CH2:9][N:8]=[C:7](C3C=CC=CC=3Cl)C=2C=1.O.NN.[NH2:29][CH:30]([C:47]1[CH:52]=[CH:51][CH:50]=[CH:49][C:48]=1[Cl:53])[C:31]1[CH:36]=[CH:35][C:34]([Cl:37])=[CH:33][C:32]=1[N:38]1[C:42]([CH3:43])=[N:41][N:40]=[C:39]1[CH:44]1CC1>C(O)COCCO>[NH2:29][CH:30]([C:47]1[CH:52]=[CH:51][CH:50]=[CH:49][C:48]=1[Cl:53])[C:31]1[CH:36]=[CH:35][C:34]([Cl:37])=[CH:33][C:32]=1[N:38]1[C:42]([CH3:43])=[N:41][N:40]=[C:39]1[CH2:44][N:8]([CH3:9])[CH3:7] |f:1.2|. Procedure details: A solution of 7.38 g. of 8-chloro-6-(o-chlorophenyl)-1-(dimethylamino)methyl-4H-s-triazolo[4,3 -a][1,4] benzodiazepine (III) (20.0 mmol.) and 5.0 ml. of hydrazine hydrate in 50 ml. of diethylene glycol is heated to about 140° C. for about 18 hours. The reaction is quenched in a cold aqueous 5% sodium hydroxide solution, and the product extracted with chloroform. The extracts are dried and concentrated in vacuo to yield 8.5 g. of oil, which is crystallized from ethyl acetate/hexane mixtures to gi... The reactants are FC(C(=O)O)(F)F.N1C[C@H](CC1)CNC(=O)C=1SC(=C(C1)C)Br (5-bromo-4-methyl-thiophene-2-carboxylic acid ((S)-1-pyrrolidin-3-ylmethyl)-amide trifluoro acetate), [N+](=O)([O-])C1=CC=C(C=C1)OC(NC1=C(C=C(C=C1)N1C(C=CC=C1)=O)F)=O ([2-fluoro-4-(2-oxo-2H-pyridin-1-yl)-phenyl]-carbamic acid 4-nitro-phenyl ester). The product is FC1=C(C=CC(=C1)N1C(C=CC=C1)=O)NC(=O)N1C[C@H](CC1)CNC(=O)C=1SC(=C(C1)C)Br ((R)-3-{[(5-bromo-4-methyl-thiophene-2-carbonyl)-amino]-methyl}-pyrrolidine-1-carboxylic acid[2-fluoro-4-(2-oxo-2H-pyridin-1-yl)-phenyl]-amide). As a reaction SMILES: FC(F)(F)C(O)=O.[NH:8]1[CH2:12][CH2:11][C@H:10]([CH2:13][NH:14][C:15]([C:17]2[S:18][C:19]([Br:23])=[C:20]([CH3:22])[CH:21]=2)=[O:16])[CH2:9]1.[N+](C1C=CC([O:33][C:34](=O)[NH:35][C:36]2[CH:41]=[CH:40][C:39]([N:42]3[CH:47]=[CH:46][CH:45]=[CH:44][C:43]3=[O:48])=[CH:38][C:37]=2[F:49])=CC=1)([O-])=O>>[F:49][C:37]1[CH:38]=[C:39]([N:42]2[CH:47]=[CH:46][CH:45]=[CH:44][C:43]2=[O:48])[CH:40]=[CH:41][C:36]=1[NH:35][C:34]([N:8]1[CH2:12][CH2:11][C@H:10]([CH2:13][NH:14][C:15]([C:17]2[S:18][C:19]([Br:23])=[C:20]([CH3:22])[CH:21]=2)=[O:16])[CH2:9]1)=[O:33] |f:0.1|. Reported procedure: 57.3 Using general method H, 5-bromo-4-methyl-thiophene-2-carboxylic acid ((S)-1-pyrrolidin-3-ylmethyl)-amide trifluoro acetate was reacted with [2-fluoro-4-(2-oxo-2H-pyridin-1-yl)-phenyl]-carbamic acid 4-nitro-phenyl ester (prepared according to example 54.3) to give (R)-3-{[(5-bromo-4-methyl-thiophene-2-carbonyl)-amino]-methyl}-pyrrolidine-1-carboxylic acid[2-fluoro-4-(2-oxo-2H-pyridin-1-yl)-phenyl]-amide. White solid. MS 530.8 ([M−H]−) Starting materials: [Al+3], CCOC(=O)C1(Nc2nc(-c3ccc(Br)cc3)cs2)CCC1, [H-], [H-], [H-], [H-], [Li+], [Na+], C1CCOC1, [OH-], O. Product: OCC1(Nc2nc(-c3ccc(Br)cc3)cs2)CCC1. Reaction SMILES: [Al+3:2].[Br:7][c:8]1[cH:9][cH:10][c:11](-[c:14]2[n:15][c:16]([NH:19][C:20]3([C:24](=[O:25])[O:26][CH2:27][CH3:28])[CH2:21][CH2:22][CH2:23]3)[s:17][cH:18]2)[cH:12][cH:13]1.[H-:1].[H-:4].[H-:5].[H-:6].[Li+:3].[Na+:31].[O:32]1[CH2:33][CH2:34][CH2:35][CH2:36]1.[OH-:30].[OH2:29]>>[Br:7][c:8]1[cH:9][cH:10][c:11](-[c:14]2[n:15][c:16]([NH:19][C:20]3([CH2:24][OH:25])[CH2:21][CH2:22][CH2:23]3)[s:17][cH:18]2)[cH:12][cH:13]1. Starting materials: C1(=CC=CC=C1)CCC(=O)N[C@@H](CC1=CC=CC=C1)C(=O)N[C@@H]1C(N[C@H]1OC(C)=O)=O ((3S,4S)-3-{N-(3-phenylpropionoyl)-L-phenylalanyl}amino-4-acetoxy-azetidin-2-one), BrCC(CBr)O (1,3-dibromo-2-propanol), O (water). The reagents and catalysts are O.O.C(C)(=O)[O-].[Zn+2].C(C)(=O)[O-] (zinc acetate dihydrate). Solvent: C1=CC=CC=C1 (benzene), C1(=CC=CC=C1)C (toluene). Yields the product C1(=CC=CC=C1)CCC(=O)N[C@@H](CC1=CC=CC=C1)C(=O)N[C@@H]1C(N[C@H]1OC(CBr)CBr)=O ((3S,4S)-3-{N-(3-phenylpropionoyl)-L-phenylalanyl}amino-4-(1,3-dibromoprop-2-yl)oxy-azetidin-2-one). The yield is 7.0%. RXN SMILES: [C:1]1([CH2:7][CH2:8][C:9]([NH:11][C@H:12]([C:20]([NH:22][C@H:23]2[C@H:26](OC(=O)C)[NH:25][C:24]2=[O:31])=[O:21])[CH2:13][C:14]2[CH:19]=[CH:18][CH:17]=[CH:16][CH:15]=2)=[O:10])[CH:6]=[CH:5][CH:4]=[CH:3][CH:2]=1.[Br:32][CH2:33][CH:34]([OH:37])[CH2:35][Br:36].O>C1C=CC=CC=1.C1(C)C=CC=CC=1.O.O.C([O-])(=O)C.[Zn+2].C([O-])(=O)C>[C:1]1([CH2:7][CH2:8][C:9]([NH:11][C@H:12]([C:20]([NH:22][C@H:23]2[C@H:26]([O:37][CH:34]([CH2:35][Br:36])[CH2:33][Br:32])[NH:25][C:24]2=[O:31])=[O:21])[CH2:13][C:14]2[CH:15]=[CH:16][CH:17]=[CH:18][CH:19]=2)=[O:10])[CH:2]=[CH:3][CH:4]=[CH:5][CH:6]=1 |f:5.6.7.8.9|. Reported procedure: A mixture of (3S,4S)-3-{N-(3-phenylpropionoyl)-L-phenylalanyl}amino-4-acetoxy-azetidin-2-one (1.67 g, 3.95 mmole), 1,3-dibromo-2-propanol (689 mg, 3.16 mmole), and zinc acetate dihydrate (435 mg, 1.98 mmole) in a mixture of benzene (25 ml) and toluene (25 ml) was refluxed overnight using Dean-Stark water separator. After cooling, the reaction mixture was partitioned between ethyl acetate (200 ml), acetone (40 ml) and water (150 ml). The organic layer was washed with water, brine and dried over s... Reactants: CN(C=O)C (dimethylformamide), methyl ester, ClCC=1C=C(C=CC1)SCC(=O)O ([3-(chloromethyl)phenylthio]acetic acid), CN(C=O)C (DMF), [H-].[Na+] (sodium hydride), N(C(=O)OC(C)(C)C)C(=O)OC(C)(C)C (di-t-butyl iminodicarboxylate), O (water). Reaction conditions: temperature 60 celsius, time 30 minute. Yields the product COC(CSC1=CC(=CC=C1)CN(C(=O)OC(C)(C)C)C(=O)OC(C)(C)C)=O ([[3-[[Bis[(1,1-dimethylethoxy)carbonyl]amino]methyl]phenyl]thio]acetic acid methyl ester), oil. The yield is 73.0%. Reaction SMILES: [H-].[Na+].[NH:3]([C:11]([O:13][C:14]([CH3:17])([CH3:16])[CH3:15])=[O:12])[C:4]([O:6][C:7]([CH3:10])([CH3:9])[CH3:8])=[O:5].Cl[CH2:19][C:20]1[CH:21]=[C:22]([S:26][CH2:27][C:28]([OH:30])=[O:29])[CH:23]=[CH:24][CH:25]=1.O.[CH3:32]N(C)C=O>>[CH3:32][O:30][C:28](=[O:29])[CH2:27][S:26][C:22]1[CH:23]=[CH:24][CH:25]=[C:20]([CH2:19][N:3]([C:4]([O:6][C:7]([CH3:8])([CH3:9])[CH3:10])=[O:5])[C:11]([O:13][C:14]([CH3:17])([CH3:16])[CH3:15])=[O:12])[CH:21]=1 |f:0.1|. Reported procedure: 44 mg (1.1 mmol) of a 60% dispersion of sodium hydride in oil are suspended in 8 ml of dimethylformamide (DMF), and 238 mg (1.1 mmol) of di-t-butyl iminodicarboxylate are added. The reaction mixture is stirred at 60° C. for 30 min and then cooled to room temperature. A solution of 230 mg (1 mmol) of the methyl ester of [3-(chloromethyl)phenylthio]acetic acid in 3 ml of DMF is then added. The reaction medium is stirred at 50° C. for 90 min and then cooled and poured into 30 ml of water. The aqueo... Reactants: C1COCCO1, O=C(Cl)c1ccccc1OC(F)(F)F, CN1CCC(C(=O)c2cccc(N)n2)CC1. Product: Cl, CN1CCC(C(=O)c2cccc(NC(=O)c3ccccc3OC(F)(F)F)n2)CC1. As a reaction SMILES: [CH2:31]1[O:32][CH2:33][CH2:34][O:35][CH2:36]1.[F:17][C:18]([O:19][c:20]1[c:21]([C:22](=[O:23])[Cl:24])[cH:25][cH:26][cH:27][cH:28]1)([F:29])[F:30].[NH2:1][c:2]1[n:3][c:4]([C:8](=[O:9])[CH:10]2[CH2:11][CH2:12][N:13]([CH3:16])[CH2:14][CH2:15]2)[cH:5][cH:6][cH:7]1>>[ClH:24].[NH:1]([c:2]1[n:3][c:4]([C:8](=[O:9])[CH:10]2[CH2:11][CH2:12][N:13]([CH3:16])[CH2:14][CH2:15]2)[cH:5][cH:6][cH:7]1)[C:22]([c:21]1[c:20]([O:19][C:18]([F:17])([F:29])[F:30])[cH:28][cH:27][cH:26][cH:25]1)=[O:23]. Reactants: C1(=CC=C(C=C1)C=O)C=CC1=CC=CC=C1 (4-stilbenecarbaldehyde), CN(C)C=O (DMF), O (Water), COC1=C(CP(OC)(OC)=O)C=C(C=C1)C(C)(C)C (dimethyl 2-methoxy-5-tert-butylbenzylphosphonate), [H-].[Na+] (sodium hydride), CN(C)C=O (DMF). Solvent: CCOCC (ether). Yields the product COC1=C(C=C(C=C1C=CC1=CC=CC=C1)C(C)(C)C)C=CC1=CC=CC=C1 (2-methoxy-5-tert-butyldistyrylbenzene). Isolated yield 73.0%. RXN SMILES: CO[C:3]1[CH:15]=[CH:14][C:13]([C:16]([CH3:19])(C)C)=[CH:12][C:4]=1CP(=O)(OC)OC.[H-].[Na+].[C:22]1([CH:30]=[CH:31][C:32]2[CH:37]=[CH:36][CH:35]=[CH:34][CH:33]=2)[CH:27]=[CH:26][C:25](C=O)=[CH:24][CH:23]=1.O.CN([CH:42]=[O:43])C>CCOCC>[CH3:42][O:43][C:37]1[C:36]([CH:19]=[CH:16][C:13]2[CH:12]=[CH:4][CH:3]=[CH:15][CH:14]=2)=[CH:35][C:34]([C:13]([CH3:16])([CH3:14])[CH3:12])=[CH:33][C:32]=1[CH:31]=[CH:30][C:22]1[CH:23]=[CH:24][CH:25]=[CH:26][CH:27]=1 |f:1.2|. Procedure: A suspension of dimethyl 2-methaxy-5-tert-butylbenzylphosphonate (11) (1.01 g, 3.53 mmol) and sodium hydride (60% in oil, 0.17 g, 4.25 mmol) in dry DMF (29 ml) was cooled with stirring co 6° C. under argon. A solution of 4-stilbenecarbaldehyde (12) (0.88 g, 4.23 mmol) in dry DMF (21 ml) was added dropwise with stirring keeping the reaction temperature at 5° C. and then the reaction mixture was stirred at room temperature for 3.75 h under argon. Water (100 ml) and ether (300 ml) were added. The o...